Dataset: the Open Reaction Database (ORD), a public repository of structured organic reaction records. Task: describe an organic reaction: reactants, conditions, products, and yield The reactants are CC1(OCC(O1)CC=O)C (2,2-dimethyl-1,3-dioxolane-4-acetaldehyde), C(CCC)[Li] (n-butyl lithium), CCCCCC (hexane), C(C)(C)NC(C)C (diisopropylamine), [Si](C)(C)(C(C)(C)C)OCCCCC(C)=O (6-t-butyldimethylsilyloxy-hexan-2-one), resultant mixture. The solvent is C1CCOC1 (THF), O (water), C1CCOC1 (THF), O (water), C1CCOC1 (THF). Run at time 20 minute. The product is [Si](C)(C)(C(C)(C)C)OCCCCC(CC(CC1OC(OC1)(C)C)O)=O (8-t-butyldimethylsilyloxy-1-(2,2-dimethyl-1,3-dioxolan-4-yl)-2-hydroxyoctan-4-one), 8-t-butyldimethylsilyloxy-1-(2,2-dimethyl-1,3-doxolan-4-yl)-2-hydroxyoctan-4-one. As a reaction SMILES: C([Li])CCC.CCCCCC.C(NC(C)C)(C)C.[Si:19]([O:26][CH2:27][CH2:28][CH2:29][CH2:30][C:31](=[O:33])[CH3:32])([C:22]([CH3:25])([CH3:24])[CH3:23])([CH3:21])[CH3:20].[CH3:34][C:35]1([CH3:43])[O:39][CH:38]([CH2:40][CH:41]=[O:42])[CH2:37][O:36]1>C1COCC1.O>[Si:19]([O:26][CH2:27][CH2:28][CH2:29][CH2:30][C:31](=[O:33])[CH2:32][CH:41]([OH:42])[CH2:40][CH:38]1[CH2:37][O:36][C:35]([CH3:43])([CH3:34])[O:39]1)([C:22]([CH3:25])([CH3:24])[CH3:23])([CH3:21])[CH3:20]. Procedure details: A solution of n-butyl lithium in hexane (119 ml, 1.6M, 0.19 mol) is added dropwise to a solution of diisopropylamine (19.3 g, 0.191 mol) in THF (100 ml) cooled in an ice bath. After the addition, the mixture is stirred for 20 minutes then cooled to -78°. A solution of 6-t-butyldimethylsilyloxy-hexan-2-one (40.0 g, 0.174 mol) in THF is added dropwise. The resultant mixture is stirred for 90 minutes then a solution of 2,2-dimethyl-1,3-dioxolane-4-acetaldehyde (25.1 g, 0.174 mol) in THF (100 ml) is... Starting materials: CN(C)C=O, Cc1nc2n(c(=O)c1CCCl)CCCC2, Cl, Fc1ccc2c(C3CCNCC3)noc2c1, [I-], [K+], [Na+], [Na+], O=C([O-])[O-], O. Yields the product Cc1nc2n(c(=O)c1CCN1CCC(c3noc4cc(F)ccc34)CC1)CCCC2. As a reaction SMILES: [CH3:42][N:43]([CH3:44])[CH:45]=[O:46].[Cl:2][CH2:3][CH2:4][c:5]1[c:6]([CH3:16])[n:7][c:8]2[n:9]([c:10]1=[O:11])[CH2:12][CH2:13][CH2:14][CH2:15]2.[ClH:1].[F:17][c:18]1[cH:19][c:20]2[c:21]([c:22]([CH:25]3[CH2:26][CH2:27][NH:28][CH2:29][CH2:30]3)[n:23][o:24]2)[cH:31][cH:32]1.[I-:40].[K+:39].[Na+:33].[Na+:34].[O-:35][C:36](=[O:37])[O-:38].[OH2:41]>>[CH2:3]([CH2:4][c:5]1[c:6]([CH3:16])[n:7][c:8]2[n:9]([c:10]1=[O:11])[CH2:12][CH2:13][CH2:14][CH2:15]2)[N:28]1[CH2:27][CH2:26][CH:25]([c:22]2[c:21]3[c:20]([cH:19][c:18]([F:17])[cH:32][cH:31]3)[o:24][n:23]2)[CH2:30][CH2:29]1. The reactants are ClC1=C(CCl)C(=CC=C1)F (2-chloro-6-fluorobenzyl chloride), NC1=NC=CC=C1O (2-amino-3hydroxypyridine), O (water). The reagents and catalysts are CCCCCCCC[N+](C)(CCCCCCCC)CCCCCCCC.[Cl-] (Adogen 464). The solvent is [OH-].[Na+] (sodium hydroxide), ClCCl (dichloromethane). Conditions: time 16 hour. Yields the product NC1=NC=CC=C1OCC1=C(C=CC=C1F)Cl (2-Amino-3-(2-chloro-6-fluorobenzyloxy)pyridine). The yield is 62.4%. RXN SMILES: [Cl:1][C:2]1[CH:9]=[CH:8][CH:7]=[C:6]([F:10])[C:3]=1[CH2:4]Cl.[NH2:11][C:12]1[C:17]([OH:18])=[CH:16][CH:15]=[CH:14][N:13]=1.O>[OH-].[Na+].ClCCl.CCCCCCCC[N+](CCCCCCCC)(CCCCCCCC)C.[Cl-]>[NH2:11][C:12]1[C:17]([O:18][CH2:4][C:3]2[C:6]([F:10])=[CH:7][CH:8]=[CH:9][C:2]=2[Cl:1])=[CH:16][CH:15]=[CH:14][N:13]=1 |f:3.4,6.7|. Procedure: A mixture of 2-chloro-6-fluorobenzyl chloride (52.9 g, 0.296 mol) and 2-amino-3hydroxypyridine (29.6 g, 0,269 mol) in 40% aqueous sodium hydroxide solution (200 ml) and dichloromethane (200 ml) was treated with Adogen 464 (5 ml) and stirred vigorously at room temperature for 16 hours. A further 200 ml of water was added and the product extracted into dichloromethane, dried, and the solvent evaporated to obtain the product (46.7 g, 62%), m.p. 123°-130° C. Reactants: BrC1=CC=C(C=C1)C1=CN=C(N=N1)N (6-(4-bromophenyl)-1,2,4-triazin-3-amine), ClC(C=O)C1(CC1)C=1C=C2C=CC=NC2=CC1 (chloro(1-quinolin-6-ylcyclopropyl)acetaldehyde). Product: BrC1=CC=C(C=C1)C=1C=NC=2N(N1)C(=CN2)C2(CC2)C=2C=C1C=CC=NC1=CC2 (6-{1-[2-(4-bromophenyl)imidazo[1,2-b][1,2,4]triazin-7-yl]cyclopropyl}quinoline). Reaction SMILES: [Br:1][C:2]1[CH:7]=[CH:6][C:5]([C:8]2[N:13]=[N:12][C:11]([NH2:14])=[N:10][CH:9]=2)=[CH:4][CH:3]=1.Cl[CH:16]([C:19]1([C:22]2[CH:23]=[C:24]3[C:29](=[CH:30][CH:31]=2)[N:28]=[CH:27][CH:26]=[CH:25]3)[CH2:21][CH2:20]1)[CH:17]=O>>[Br:1][C:2]1[CH:3]=[CH:4][C:5]([C:8]2[CH:9]=[N:10][C:11]3[N:12]([C:16]([C:19]4([C:22]5[CH:23]=[C:24]6[C:29](=[CH:30][CH:31]=5)[N:28]=[CH:27][CH:26]=[CH:25]6)[CH2:21][CH2:20]4)=[CH:17][N:14]=3)[N:13]=2)=[CH:6][CH:7]=1. Procedure details: This compound was prepared from the condensation of 6-(4-bromophenyl)-1,2,4-triazin-3-amine and chloro(1-quinolin-6-ylcyclopropyl)acetaldehyde using a procedure analogous to that described for the synthesis of Example 7, Step 8. LCMS: (M+H)=442.3/444.2.